Dataset: the Open Reaction Database (ORD), a public repository of structured organic reaction records. Task: describe an organic reaction: reactants, conditions, products, and yield Starting materials: O=C1c2c(O)cccc2C(Br)c2cccc(O)c21, CCS, ClCCl. The product is CCSC1c2cccc(O)c2C(=O)c2c(O)cccc21. Reaction SMILES: [Br:1][CH:2]1[c:3]2[cH:4][cH:5][cH:6][c:7]([OH:18])[c:8]2[C:9](=[O:17])[c:10]2[c:11]([OH:16])[cH:12][cH:13][cH:14][c:15]21.[CH2:19]([CH3:20])[SH:21].[Cl:22][CH2:23][Cl:24]>>[CH:2]1([S:21][CH2:19][CH3:20])[c:3]2[cH:4][cH:5][cH:6][c:7]([OH:18])[c:8]2[C:9](=[O:17])[c:10]2[c:11]([OH:16])[cH:12][cH:13][cH:14][c:15]21. Starting materials: CC(C)(C)[O-], CS(=O)(=O)c1ccc(S(C)(=O)=O)nc1, CS(C)=O, Oc1ccc(Cl)c(Cl)c1, [K+], O. Product: CS(=O)(=O)c1ccc(Oc2ccc(Cl)c(Cl)c2)nc1. RXN SMILES: [CH3:10][C:11]([CH3:12])([O-:13])[CH3:14].[CH3:16][S:17](=[O:18])(=[O:19])[c:20]1[n:21][cH:22][c:23]([S:26](=[O:27])(=[O:28])[CH3:29])[cH:24][cH:25]1.[CH3:31][S:32]([CH3:33])=[O:34].[Cl:1][c:2]1[cH:3][c:4]([OH:9])[cH:5][cH:6][c:7]1[Cl:8].[K+:15].[OH2:30]>>[Cl:1][c:2]1[cH:3][c:4]([O:9][c:20]2[n:21][cH:22][c:23]([S:26](=[O:27])(=[O:28])[CH3:29])[cH:24][cH:25]2)[cH:5][cH:6][c:7]1[Cl:8]. Yields the product C=Cc1cc(C)nn1-c1ccc([N+](=O)[O-])cc1. Reaction SMILES: [CH2:32]1[O:33][CH2:34][CH2:35][CH2:36]1.[CH:17](=[CH2:18])[Sn:19]([CH2:20][CH2:21][CH2:22][CH3:23])([CH2:24][CH2:25][CH2:26][CH3:27])[CH2:28][CH2:29][CH2:30][CH3:31].[N+:1](=[O:2])([O-:3])[c:4]1[cH:5][cH:6][c:7](-[n:10]2[n:11][c:12]([CH3:16])[cH:13][c:14]2[Br:15])[cH:8][cH:9]1.[cH:37]1[cH:38][cH:39][c:40]([P:41]([Pd:42]([P:43]([c:44]2[cH:45][cH:46][cH:47][cH:48][cH:49]2)([c:50]2[cH:51][cH:52][cH:53][cH:54][cH:55]2)[c:56]2[cH:57][cH:58][cH:59][cH:60][cH:61]2)([P:62]([c:63]2[cH:64][cH:65][cH:66][cH:67][cH:68]2)([c:69]2[cH:70][cH:71][cH:72][cH:73][cH:74]2)[c:75]2[cH:76][cH:77][cH:78][cH:79][cH:80]2)[P:81]([c:82]2[cH:83][cH:84][cH:85][cH:86][cH:87]2)([c:88]2[cH:89][cH:90][cH:91][cH:92][cH:93]2)[c:94]2[cH:95][cH:96][cH:97][cH:98][cH:99]2)([c:100]2[cH:101][cH:102][cH:103][cH:104][cH:105]2)[c:106]2[cH:107][cH:108][cH:109][cH:110][cH:111]2)[cH:112][cH:113]1>>[N+:1](=[O:2])([O-:3])[c:4]1[cH:5][cH:6][c:7](-[n:10]2[n:11][c:12]([CH3:16])[cH:13][c:14]2[CH:17]=[CH2:18])[cH:8][cH:9]1. The reactants are C1CCOC1, C=C[Sn](CCCC)(CCCC)CCCC, Cc1cc(Br)n(-c2ccc([N+](=O)[O-])cc2)n1, c1ccc(P(c2ccccc2)(c2ccccc2)[Pd](P(c2ccccc2)(c2ccccc2)c2ccccc2)(P(c2ccccc2)(c2ccccc2)c2ccccc2)P(c2ccccc2)(c2ccccc2)c2ccccc2)cc1. As a reaction SMILES: [CH2:1]([CH3:2])[O:3][C:4]([C:5](=[CH:6][c:7]1[cH:8][c:9]([O:15][CH:16]2[CH2:17][CH2:18][CH2:19][CH2:20]2)[c:10]([O:13][CH3:14])[cH:11][cH:12]1)[CH3:21])=[O:22].[CH3:27][OH:28].[Li+:24].[OH-:23].[OH2:25].[OH2:26]>>[O:3]=[C:4]([C:5](=[CH:6][c:7]1[cH:8][c:9]([O:15][CH:16]2[CH2:17][CH2:18][CH2:19][CH2:20]2)[c:10]([O:13][CH3:14])[cH:11][cH:12]1)[CH3:21])[OH:22]. Starting materials: CCOC(=O)C(C)=Cc1ccc(OC)c(OC2CCCC2)c1, CO, [Li+], [OH-], O, O. The product is COc1ccc(C=C(C)C(=O)O)cc1OC1CCCC1. Starting materials: CCOCC(O)C(=O)OC, FC(F)(F)c1cc(Cl)cnc1-n1ncc2c(Cl)ncnc21, [H-], [Na+], C1CCOC1. Yields the product CCOCC(Oc1ncnc2c1cnn2-c1ncc(Cl)cc1C(F)(F)F)C(=O)OC. As a reaction SMILES: [CH2:3]([CH3:4])[O:5][CH2:6][CH:7]([C:8](=[O:9])[O:10][CH3:11])[OH:12].[Cl:13][c:14]1[c:15]2[c:16]([n:17][cH:18][n:19]1)[n:20](-[c:23]1[n:24][cH:25][c:26]([Cl:33])[cH:27][c:28]1[C:29]([F:30])([F:31])[F:32])[n:21][cH:22]2.[H-:1].[Na+:2].[O:34]1[CH2:35][CH2:36][CH2:37][CH2:38]1>>[CH2:3]([CH3:4])[O:5][CH2:6][CH:7]([C:8](=[O:9])[O:10][CH3:11])[O:12][c:14]1[c:15]2[c:16]([n:17][cH:18][n:19]1)[n:20](-[c:23]1[n:24][cH:25][c:26]([Cl:33])[cH:27][c:28]1[C:29]([F:30])([F:31])[F:32])[n:21][cH:22]2. The reactants are ClCCl, COc1nc(C(F)(F)F)cc(=O)n1-c1cc(OC(C)C)c(Cl)cc1F, O=S(=O)(O)O. Yields the product COc1nc(C(F)(F)F)cc(=O)n1-c1cc(O)c(Cl)cc1F. As a reaction SMILES: [CH2:31]([Cl:32])[Cl:33].[Cl:6][c:7]1[cH:8][c:9]([F:30])[c:10](-[n:17]2[c:18]([O:28][CH3:29])[n:19][c:20]([C:24]([F:25])([F:26])[F:27])[cH:21][c:22]2=[O:23])[cH:11][c:12]1[O:13][CH:14]([CH3:15])[CH3:16].[S:1](=[O:2])(=[O:3])([OH:4])[OH:5]>>[Cl:6][c:7]1[cH:8][c:9]([F:30])[c:10](-[n:17]2[c:18]([O:28][CH3:29])[n:19][c:20]([C:24]([F:25])([F:26])[F:27])[cH:21][c:22]2=[O:23])[cH:11][c:12]1[OH:13].